From a dataset of the Open Reaction Database (ORD), a public repository of structured organic reaction records. describe an organic reaction: reactants, conditions, products, and yield Reactants: ClC=1C=CC2=C(SC(C(CO2)=O)(C(=O)OC)CCCN2CCN(CC2)C2=CC=CC=C2)C1 (methyl 7-chloro-3-oxo-4-[3-(4-phenylpiperazin-1-yl)propyl]-3,4-dihydro-2H-1,5-benzoxathiepine-4-carboxylate), [BH4-].[Na+] (sodium borohydride). Yields the product ClC=1C=CC2=C(SC(C(CO2)O)(C(=O)OC)CCCN2CCN(CC2)C2=CC=CC=C2)C1 (methyl 7-chloro-3-hydroxy-4-[3-(4-phenylpiperazin-1-yl)propyl]-3,4-dihydro-2H-1,5-benzoxathiepine-4-carboxylate). As a reaction SMILES: [Cl:1][C:2]1[CH:3]=[CH:4][C:5]2[O:11][CH2:10][C:9](=[O:12])[C:8]([CH2:17][CH2:18][CH2:19][N:20]3[CH2:25][CH2:24][N:23]([C:26]4[CH:31]=[CH:30][CH:29]=[CH:28][CH:27]=4)[CH2:22][CH2:21]3)([C:13]([O:15][CH3:16])=[O:14])[S:7][C:6]=2[CH:32]=1.[BH4-].[Na+]>>[Cl:1][C:2]1[CH:3]=[CH:4][C:5]2[O:11][CH2:10][CH:9]([OH:12])[C:8]([CH2:17][CH2:18][CH2:19][N:20]3[CH2:25][CH2:24][N:23]([C:26]4[CH:27]=[CH:28][CH:29]=[CH:30][CH:31]=4)[CH2:22][CH2:21]3)([C:13]([O:15][CH3:16])=[O:14])[S:7][C:6]=2[CH:32]=1 |f:1.2|. Procedure details: In the same manner as in Reference Example 12, methyl 7-chloro-3-oxo-4-[3-(4-phenylpiperazin-1-yl)propyl]-3,4-dihydro-2H-1,5-benzoxathiepine-4-carboxylate was reduced with sodium borohydride to give cis-isomer and trans-isomer of methyl 7-chloro-3-hydroxy-4-[3-(4-phenylpiperazin-1-yl)propyl]-3,4-dihydro-2H-1,5-benzoxathiepine-4-carboxylate. Trans-isomer Starting materials: CSC1=CC=C(C=C1)CC=1C(=NNC1C(F)(F)F)O[C@H]1[C@H](OC(C)=O)[C@@H](OC(C)=O)[C@H](OC(C)=O)[C@H](O1)COC(C)=O (4-[(4-metylthiophenyl)methyl]-3-(2,3,4,6-tetra-O-acetyl-β-D-glucopyranosyloxy)-5-trifluoromethyl-1H-pyrazole), C([O-])([O-])=O.[K+].[K+] (potassium carbonate), IC (iodomethane). The solvent is O1CCCC1 (tetrahydrofuran). Run at temperature 75 celsius, time 8 hour. The product is CN1N=C(C(=C1C(F)(F)F)CC1=CC=C(C=C1)SC)O[C@H]1[C@H](OC(C)=O)[C@@H](OC(C)=O)[C@H](OC(C)=O)[C@H](O1)COC(C)=O (1-methyl-4-[(4-methylthiophenyl)methyl]-3-(2,3,4,6-tetra-O-acetyl-β-D-glucopyranosyloxy)-5-trifluoromethylpyrazole). Isolated yield 42.4%. RXN SMILES: [CH3:1][S:2][C:3]1[CH:8]=[CH:7][C:6]([CH2:9][C:10]2[C:11]([O:19][C@@H:20]3[O:37][C@H:36]([CH2:38][O:39][C:40](=[O:42])[CH3:41])[C@@H:31]([O:32][C:33](=[O:35])[CH3:34])[C@H:26]([O:27][C:28](=[O:30])[CH3:29])[C@H:21]3[O:22][C:23](=[O:25])[CH3:24])=[N:12][NH:13][C:14]=2[C:15]([F:18])([F:17])[F:16])=[CH:5][CH:4]=1.[C:43](=O)([O-])[O-].[K+].[K+].IC>O1CCCC1>[CH3:43][N:13]1[C:14]([C:15]([F:18])([F:17])[F:16])=[C:10]([CH2:9][C:6]2[CH:5]=[CH:4][C:3]([S:2][CH3:1])=[CH:8][CH:7]=2)[C:11]([O:19][C@@H:20]2[O:37][C@H:36]([CH2:38][O:39][C:40](=[O:42])[CH3:41])[C@@H:31]([O:32][C:33](=[O:35])[CH3:34])[C@H:26]([O:27][C:28](=[O:30])[CH3:29])[C@H:21]2[O:22][C:23](=[O:25])[CH3:24])=[N:12]1 |f:1.2.3|. Reported procedure: A suspension of 4-[(4-metylthiophenyl)methyl]-3-(2,3,4,6-tetra-O-acetyl-β-D-glucopyranosyloxy)-5-trifluoromethyl-1H-pyrazole (30 mg), potassium carbonate (8.0 mg) and iodomethane (8.2 mg) in tetrahydrofuran (1 mL) was stirred at 75° C. overnight. The reaction mixture was filtered through celite®, and the solvent of the filtrate was removed under reduced pressure. The residue was purified by preparative thin layer chromatography on silica gel (developing solvent: dichloromethane/ethyl acetate=5/1...